describe an organic reaction: reactants, conditions, products, and yield From a dataset of the Open Reaction Database (ORD), a public repository of structured organic reaction records. Starting materials: CN1CCCC1=O, O=[N+]([O-])c1cc(-n2cccc2)ccc1F, [Na+], [OH-], O, Nc1cccc(-c2cccnc2)c1. Yields the product O=[N+]([O-])c1cc(-n2cccc2)ccc1Nc1cccc(-c2cccnc2)c1. RXN SMILES: [CH3:32][N:33]1[CH2:34][CH2:35][CH2:36][C:37]1=[O:38].[N+:1](=[O:2])([O-:3])[c:4]1[c:5]([F:15])[cH:6][cH:7][c:8](-[n:10]2[cH:11][cH:12][cH:13][cH:14]2)[cH:9]1.[Na+:31].[OH-:30].[OH2:29].[n:16]1[cH:17][c:18](-[c:22]2[cH:23][c:24]([NH2:25])[cH:26][cH:27][cH:28]2)[cH:19][cH:20][cH:21]1>>[N+:1](=[O:2])([O-:3])[c:4]1[c:5]([NH:25][c:24]2[cH:23][c:22](-[c:18]3[cH:17][n:16][cH:21][cH:20][cH:19]3)[cH:28][cH:27][cH:26]2)[cH:6][cH:7][c:8](-[n:10]2[cH:11][cH:12][cH:13][cH:14]2)[cH:9]1. The reactants are CS(=O)(=O)OC[C@@H](CCOS(=O)(=O)C)C ((R)-2-Methylbutane-1,4-diyl dimethanesulfonate), N[C@H](CO)C ((S)-2-aminopropan-1-ol). The solvent is C(Cl)Cl (DCM), C(=O)([O-])[O-].[K+].[K+] (K2CO3), O (water). Conditions: time 24 hour. Product: C[C@H]1CN(CC1)[C@H](CO)C ((S)-2-((R)-3-methylpyrrolidin-1-yl)propan-1-ol). The yield is 86.8%. RXN SMILES: CS(O[CH2:6][C@H:7]([CH3:15])[CH2:8][CH2:9]OS(C)(=O)=O)(=O)=O.[NH2:16][C@@H:17]([CH3:20])[CH2:18][OH:19]>C(Cl)Cl.C([O-])([O-])=O.[K+].[K+].O>[CH3:15][C@@H:7]1[CH2:8][CH2:9][N:16]([C@@H:17]([CH3:20])[CH2:18][OH:19])[CH2:6]1 |f:3.4.5|. Reported procedure: (R)-2-Methylbutane-1,4-diyl dimethanesulfonate (37.5 g, 0.144 mol) was added to neat (S)-2-aminopropan-1-ol (54.8 g, 0.730 mol). The mixture was stirred in a room temperature water bath to minimize the exotherm. After 24 h, the reaction was diluted with DCM (150 mL), sat'd K2CO3 solution (150 mL), and just enough water (60 mL) to dissolve the resulting ppt. The organic layer was separated, and the aqueous layer was extracted with DCM (150 mL). The organic layers were combined, dried (Na2SO4), fi... Reactants: CN1C(C2=C(NC3=C1C=CC=C3)N=CN=C2)=O (6-methyl-5,6-dihydropyrimido[4,5-b][1,5]benzodiazepin-5-one), ClCC(=O)Cl (chloroacetyl chloride). Solvent: O1CCOCC1 (dioxan), O1CCOCC1 (dioxan), N1=CC=CC=C1 (pyridine), O1CCOCC1 (dioxan). The product is ClCC(=O)N1C2=C(C(N(C3=C1C=CC=C3)C)=O)C=NC=N2 (11-Chloroacetyl-6-methyl-5,6-dihydropyrimido[4,5-b][1,5]benzodiazepin-5-one). Reaction SMILES: [Cl:1][CH2:2][C:3](Cl)=[O:4].[CH3:6][N:7]1[C:13]2[CH:14]=[CH:15][CH:16]=[CH:17][C:12]=2[NH:11][C:10]2[N:18]=[CH:19][N:20]=[CH:21][C:9]=2[C:8]1=[O:22]>O1CCOCC1.N1C=CC=CC=1>[Cl:1][CH2:2][C:3]([N:11]1[C:12]2[CH:17]=[CH:16][CH:15]=[CH:14][C:13]=2[N:7]([CH3:6])[C:8](=[O:22])[C:9]2[CH:21]=[N:20][CH:19]=[N:18][C:10]1=2)=[O:4]. Procedure: 6.25 g (0.044 mol) of chloroacetyl chloride in 15 ml of absolute dioxan and 4.4 ml of dry pyridine in 15 ml of dioxan are added dropwise simultaneously (at 80° C. and in the course of 20 minutes) to a suspension of 4.6 g (0.020 mol) of 6-methyl-5,6-dihydropyrimido[4,5-b][1,5]benzodiazepin-5-one in 35 ml of absolute dioxan. The mixture is heated at the boil for a further 15 minutes and is then allowed to cool. The supernatant liquid is decanted off from the heavy dark phase, and the latter is was... The product is C#Cc1cc(CNC(=O)C=Cc2cnc(C(C)(C)C)cc2C(F)(F)F)cc(F)c1NS(C)(=O)=O. Starting materials: CC(C)(C)c1cc(C(F)(F)F)c(C=CC(=O)O)cn1, C1CCOC1, CN1CCCC1=O, Cl, C#Cc1cc(CN)cc(F)c1NS(C)(=O)=O. As a reaction SMILES: [C:18]([CH3:19])([CH3:20])([CH3:21])[c:22]1[cH:23][c:24]([C:33]([F:34])([F:35])[F:36])[c:25]([CH:28]=[CH:29][C:30](=[O:31])[OH:32])[cH:26][n:27]1.[CH2:44]1[O:45][CH2:46][CH2:47][CH2:48]1.[CH3:37][N:38]1[CH2:39][CH2:40][CH2:41][C:42]1=[O:43].[ClH:17].[NH2:1][CH2:2][c:3]1[cH:4][c:5]([C:15]#[CH:16])[c:6]([NH:10][S:11](=[O:12])(=[O:13])[CH3:14])[c:7]([F:9])[cH:8]1>>[NH:1]([CH2:2][c:3]1[cH:4][c:5]([C:15]#[CH:16])[c:6]([NH:10][S:11](=[O:12])(=[O:13])[CH3:14])[c:7]([F:9])[cH:8]1)[C:30]([CH:29]=[CH:28][c:25]1[c:24]([C:33]([F:34])([F:35])[F:36])[cH:23][c:22]([C:18]([CH3:19])([CH3:20])[CH3:21])[n:27][cH:26]1)=[O:31]. As a reaction SMILES: [CH3:20][OH:21].[ClH:19].[F:1][c:2]1[c:3]([C:13]2=[CH:18][CH2:17][NH:16][CH2:15][CH2:14]2)[cH:4][cH:5][cH:6][c:7]1[O:8][C:9]([F:10])([F:11])[F:12]>>[F:1][c:2]1[c:3]([CH:13]2[CH2:14][CH2:15][NH:16][CH2:17][CH2:18]2)[cH:4][cH:5][cH:6][c:7]1[O:8][C:9]([F:10])([F:11])[F:12]. Yields the product Fc1c(OC(F)(F)F)cccc1C1CCNCC1. Starting materials: CO, Cl, Fc1c(OC(F)(F)F)cccc1C1=CCNCC1. Reactants: C(O)CN (ethanolamine), COC(=O)C1=CC=C(C=C1)C1C(CN(CC1)C(=O)OCC1=CC=CC=C1)OCC=1C=CC2=C(N(C(CO2)=O)CCCOC)C1 (benzyl 4-(4-methoxycarbonylphenyl)-3-[4-(3-methoxypropyl)-3-oxo-3,4-dihydro-2H-benzo[1,4]oxazin-6-ylmethoxy]piperidine-1-carboxylate), B1C2CCCC1CCC2 (9-BBN). Solvent: O1CCCC1 (tetrahydrofuran). Product: OCC1=CC=C(C=C1)C1C(CN(CC1)C(=O)OCC1=CC=CC=C1)OCC=1C=CC2=C(N(CCO2)CCCOC)C1 (Benzyl 4-(4-hydroxymethylphenyl)-3-[4-(3-methoxypropyl)-3,4-dihydro-2H-benzo[1,4]oxazin-6-ylmethoxy]piperidine-1-carboxylate), SiO2. As a reaction SMILES: C[O:2][C:3]([C:5]1[CH:10]=[CH:9][C:8]([CH:11]2[CH2:16][CH2:15][N:14]([C:17]([O:19][CH2:20][C:21]3[CH:26]=[CH:25][CH:24]=[CH:23][CH:22]=3)=[O:18])[CH2:13][CH:12]2[O:27][CH2:28][C:29]2[CH:30]=[CH:31][C:32]3[O:37][CH2:36][C:35](=O)[N:34]([CH2:39][CH2:40][CH2:41][O:42][CH3:43])[C:33]=3[CH:44]=2)=[CH:7][CH:6]=1)=O.B1C2CCCC1CCC2.C(CN)O>O1CCCC1>[OH:2][CH2:3][C:5]1[CH:6]=[CH:7][C:8]([CH:11]2[CH2:16][CH2:15][N:14]([C:17]([O:19][CH2:20][C:21]3[CH:22]=[CH:23][CH:24]=[CH:25][CH:26]=3)=[O:18])[CH2:13][CH:12]2[O:27][CH2:28][C:29]2[CH:30]=[CH:31][C:32]3[O:37][CH2:36][CH2:35][N:34]([CH2:39][CH2:40][CH2:41][O:42][CH3:43])[C:33]=3[CH:44]=2)=[CH:9][CH:10]=1. Reported procedure: The solution of 2.0 g of benzyl 4-(4-methoxycarbonylphenyl)-3-[4-(3-methoxypropyl)-3-oxo-3,4-dihydro-2H-benzo[1,4]oxazin-6-ylmethoxy]piperidine-1-carboxylate (Example 235d) in 16 ml of tetrahydrofuran is admixed with 52.1 ml of 9-BBN and stirred at reflux over 24 hours. The reaction mixture is cooled to room temperature, admixed with 1.58 ml of ethanolamine and concentrated by evaporation. The residue is stirred in 50 ml of ethyl acetate-hexane (1:1) over 1 hour and clarified by filtration, and ... The reactants are N#CCBr, CC(C)(C)OC(=O)NCCCN, CCO, [Na+], [Na+], O=C([O-])[O-]. Product: CC(C)(C)OC(=O)NCCCNCC#N. Reaction SMILES: [Br:19][CH2:20][C:21]#[N:22].[CH3:1][C:2]([CH3:3])([CH3:4])[O:5][C:6]([NH:7][CH2:8][CH2:9][CH2:10][NH2:11])=[O:12].[CH3:23][CH2:24][OH:25].[Na+:13].[Na+:14].[O-:15][C:16](=[O:17])[O-:18]>>[CH3:1][C:2]([CH3:3])([CH3:4])[O:5][C:6]([NH:7][CH2:8][CH2:9][CH2:10][NH:11][CH2:20][C:21]#[N:22])=[O:12]. Starting materials: N#CCc1ccc(N=C=O)cc1, c1ccccc1, OCc1cccnc1. The product is N#CCc1ccc(NC(=O)OCc2cccnc2)cc1. As a reaction SMILES: [C:1](#[N:2])[CH2:3][c:4]1[cH:5][cH:6][c:7]([N:10]=[C:11]=[O:12])[cH:8][cH:9]1.[cH:21]1[cH:22][cH:23][cH:24][cH:25][cH:26]1.[n:13]1[cH:14][c:15]([CH2:19][OH:20])[cH:16][cH:17][cH:18]1>>[C:1](#[N:2])[CH2:3][c:4]1[cH:5][cH:6][c:7]([NH:10][C:11](=[O:12])[O:20][CH2:19][c:15]2[cH:14][n:13][cH:18][cH:17][cH:16]2)[cH:8][cH:9]1. Reactants: [N+](=O)([O-])C=1C=C(C=CC1)O (3-nitrophenol), Cl.ClCCN1CCOCC1 (N-(2-chloroethyl)morpholine hydrochloride), C([O-])([O-])=O.[K+].[K+] (potassium carbonate). The solvent is CC(=O)C (acetone). Product: [N+](=O)([O-])C=1C=C(OCCN2CCOCC2)C=CC1 (4-[2-(3-Nitro-phenoxy)-ethyl]-morpholine). The yield is 70.0%. RXN SMILES: [N+:1]([C:4]1[CH:5]=[C:6]([OH:10])[CH:7]=[CH:8][CH:9]=1)([O-:3])=[O:2].Cl.Cl[CH2:13][CH2:14][N:15]1[CH2:20][CH2:19][O:18][CH2:17][CH2:16]1.C(=O)([O-])[O-].[K+].[K+]>CC(C)=O>[N+:1]([C:4]1[CH:5]=[C:6]([CH:7]=[CH:8][CH:9]=1)[O:10][CH2:13][CH2:14][N:15]1[CH2:20][CH2:19][O:18][CH2:17][CH2:16]1)([O-:3])=[O:2] |f:1.2,3.4.5|. Procedure details: A mixture of 3-nitrophenol (3.5 g, 25 mmol), N-(2-chloroethyl)morpholine hydrochloride (4.7 g, 25 mmol), and potassium carbonate (13.2 g, 125 mmol) in acetone (100 mL) was heated to reflux for 20 hours. The solvent was removed under vacuum. The residue was partitioned between water (150 mL) and ethyl acetate (150 mL) and the aqueous phase was extracted with ethyl acetate (100 mL). The combined organic layers were washed with water (3×100 mL) and extracted with dilute aqueous HCl (2×125 mL). Thes...